Dataset: the Open Reaction Database (ORD), a public repository of structured organic reaction records. Task: describe an organic reaction: reactants, conditions, products, and yield Reactants: C[Si](C)(C)[N-][Si](C)(C)C, CS(C)=O, CCOC(C)=O, COc1ccc(F)cc1C(C)(C)CC1(C(F)(F)F)CO1, [Na+], O=c1[nH][nH]c2ccccc12. Product: COc1ccc(F)cc1C(C)(C)CC(O)(Cn1[nH]c(=O)c2ccccc21)C(F)(F)F. Reaction SMILES: [CH3:31][Si:32]([N-:33][Si:34]([CH3:35])([CH3:36])[CH3:37])([CH3:38])[CH3:39].[CH3:41][S:42]([CH3:43])=[O:44].[CH3:45][CH2:46][O:47][C:48](=[O:49])[CH3:50].[F:1][c:2]1[cH:3][cH:4][c:5]([O:19][CH3:20])[c:6]([C:8]([CH2:9][C:10]2([C:13]([F:14])([F:15])[F:16])[O:11][CH2:12]2)([CH3:17])[CH3:18])[cH:7]1.[Na+:40].[nH:21]1[nH:22][c:23](=[O:30])[c:24]2[cH:25][cH:26][cH:27][cH:28][c:29]12>>[F:1][c:2]1[cH:3][cH:4][c:5]([O:19][CH3:20])[c:6]([C:8]([CH2:9][C:10]([OH:11])([CH2:12][n:21]2[nH:22][c:23](=[O:30])[c:24]3[cH:25][cH:26][cH:27][cH:28][c:29]23)[C:13]([F:14])([F:15])[F:16])([CH3:17])[CH3:18])[cH:7]1. The reactants are OO (hydrogen peroxide), CC1=NC=CC=C1C (2,3-Dimethylpyridine), OO (hydrogen peroxide). Run in C(C)(=O)O (acetic acid). Reaction conditions: time 3 hour. The product is CC1=[N+](C=CC=C1C)[O-] (2,3-dimethylpyridine-1-oxide). RXN SMILES: [CH3:1][C:2]1[C:7]([CH3:8])=[CH:6][CH:5]=[CH:4][N:3]=1.[OH:9]O>C(O)(=O)C>[CH3:1][C:2]1[C:7]([CH3:8])=[CH:6][CH:5]=[CH:4][N+:3]=1[O-:9]. Procedure details: 2,3-Dimethylpyridine(40g) was dissolved in glacial acetic acid(80ml). To the solution was added 35% hydrogen peroxide(46.5g), and the mixture was heated at 100°-110° C. to be reacted under reflux with stirring for 3 hours. After the reaction, to the reaction solution was added pformaldehyde(1.5 g); the mixture was heated at 100°-105° C. to decompose the residual hydrogen peroxide and then was concentrated to give 2,3-dimethylpyridine-1-oxide. The yield is 82.6%. RXN SMILES: [CH3:1][C:2]1[O:3][C:4]([CH3:10])=[C:5]([C:7]([OH:9])=O)[N:6]=1.C1C=CC2N(O)N=NC=2C=1.Cl.Cl.[CH3:23][O:24][C:25](=[O:73])[C@@H:26]([NH:42][C:43]([C@@H:45]1[CH2:54][C:53]2[CH:52]=[C:51]3[O:55][CH2:56][C@H:57]([C:59]4[CH:64]=[CH:63][CH:62]=[C:61]([O:65][CH2:66][CH:67]5[CH2:72][CH2:71][CH2:70][CH2:69][CH2:68]5)[CH:60]=4)[O:58][C:50]3=[CH:49][C:48]=2[CH2:47][NH:46]1)=[O:44])[CH2:27][C:28]1[CH:33]=[CH:32][C:31]([C:34]2[CH:39]=[CH:38][N:37]=[C:36]([CH3:40])[C:35]=2[CH3:41])=[CH:30][CH:29]=1.CCN(C(C)C)C(C)C>C(Cl)Cl.CCN=C=NCCCN(C)C.CO>[CH3:23][O:24][C:25](=[O:73])[C@@H:26]([NH:42][C:43]([C@@H:45]1[CH2:54][C:53]2[CH:52]=[C:51]3[O:55][CH2:56][C@H:57]([C:59]4[CH:64]=[CH:63][CH:62]=[C:61]([O:65][CH2:66][CH:67]5[CH2:68][CH2:69][CH2:70][CH2:71][CH2:72]5)[CH:60]=4)[O:58][C:50]3=[CH:49][C:48]=2[CH2:47][N:46]1[C:7]([C:5]1[N:6]=[C:2]([CH3:1])[O:3][C:4]=1[CH3:10])=[O:9])=[O:44])[CH2:27][C:28]1[CH:33]=[CH:32][C:31]([C:34]2[CH:39]=[CH:38][N:37]=[C:36]([CH3:40])[C:35]=2[CH3:41])=[CH:30][CH:29]=1 |f:2.3.4|. Reaction conditions: temperature 0 celsius, time 2 hour. Product: COC([C@H](CC1=CC=C(C=C1)C1=C(C(=NC=C1)C)C)NC(=O)[C@H]1N(CC=2C=C3C(=CC2C1)OC[C@@H](O3)C3=CC(=CC=C3)OCC3CCCCC3)C(=O)C=3N=C(OC3C)C)=O ((S)-2-{[(3S,8S)-3-(3-cyclohexylmethoxy-phenyl)-7-(2,5-dimethyl-oxazole-4-carbonyl)-2,3,6,7,8,9-hexahydro-[1,4]dioxino[2,3-g]isoquinoline-8-carbonyl]-amino}-3-[4-(2,3-dimethyl-pyridin-4-yl)-phenyl]-propionic acid methyl ester). The solvent is CO (MeOH), C(Cl)Cl (DCM), CCN=C=NCCCN(C)C (EDCI). The reactants are CC=1OC(=C(N1)C(=O)O)C (2,5-Dimethyl-oxazole-4-carboxylic acid), CCN(C(C)C)C(C)C (DIEA), EtOAc hexanes, C=1C=CC2=C(C1)N=NN2O (HOBT), Cl.Cl.COC([C@H](CC1=CC=C(C=C1)C1=C(C(=NC=C1)C)C)NC(=O)[C@H]1NCC=2C=C3C(=CC2C1)OC[C@@H](O3)C3=CC(=CC=C3)OCC3CCCCC3)=O ((S)-2-{[(3S,8S)-3-(3-cyclohexylmethoxy-phenyl)-2,3,6,7,8,9-hexahydro-[1,4]dioxino[2,3-g]isoquinoline-8-carbonyl]-amino}-3-[4-(2,3-dimethyl-pyridin-4-yl)-phenyl]-propionic acid methyl ester dihydrochloride), EtOAc hexanes. Procedure: 2,5-Dimethyl-oxazole-4-carboxylic acid (6 mg) was taken in 1 mL of anhydrous DCM and EDCI (9 mg), HOBT (7 mg) and (S)-2-{[(3S,8S)-3-(3-cyclohexylmethoxy-phenyl)-2,3,6,7,8,9-hexahydro-[1,4]dioxino[2,3-g]isoquinoline-8-carbonyl]-amino}-3-[4-(2,3-dimethyl-pyridin-4-yl)-phenyl]-propionic acid methyl ester dihydrochloride (25 mg) and stirred for 5 minutes. The reaction mixture was cooled to 0° C. and DIEA (25 mg) was added and reaction was stirred at room temperature for 2 hours. After the reaction w... The reactants are C(=O)=O.CC(=O)C (dry ice acetone), B(F)(F)F.CCOCC (boron trifluoride diethyl etherate), COC=1C=C(C=CC1)C=1CCCN1 (5-(3-methoxy-phenyl)-3,4-dihydro-2H-pyrrole), C[Li] (methyllithium), Cl (hydrochloric acid). The solvent is C(Cl)Cl (methylene chloride), O1CCCC1 (tetrahydrofuran). Conditions: temperature 0 celsius, time 45 minute. The product is COC=1C=C(C=CC1)C1(NCCC1)C (2-(3-Methoxy-phenyl)-2-methyl-pyrrolidine). The yield is 79.4%. RXN SMILES: B(F)(F)F.[CH3:5]COCC.[CH3:10][O:11][C:12]1[CH:13]=[C:14]([C:18]2[CH2:19][CH2:20][CH2:21][N:22]=2)[CH:15]=[CH:16][CH:17]=1.C[Li].C(=O)=O.CC(C)=O.Cl>O1CCCC1.C(Cl)Cl>[CH3:10][O:11][C:12]1[CH:13]=[C:14]([C:18]2([CH3:5])[CH2:19][CH2:20][CH2:21][NH:22]2)[CH:15]=[CH:16][CH:17]=1 |f:0.1,4.5|. Procedure: Add boron trifluoride diethyl etherate (1.34 g, 9.42 mmol) dropwise over 5 min to a −78° C. solution of 5-(3-methoxy-phenyl)-3,4-dihydro-2H-pyrrole (1.50 g, 8.56 mmol) in tetrahydrofuran (60 mL). After stirring for 45 min, add methyllithium (1.6 M in diethyl ether, 10.70 mL, 17.10 mmol) dropwise over 10 min. After stirring the bright yellow reaction mixture for 2.5 h, warm the reaction mixture slowly to 0° C. After 1.5 h replace the dry ice/acetone cooling bath with an ice bath. After 15 min, qu... The reactants are CC(C)(Sc1nc(CC(=O)O)cs1)C(=O)O, CCOC(=O)Cc1ccc(N)cc1, CN(C)C=O, CC(C)N=C=NC(C)C. Yields the product CCOC(=O)Cc1ccc(NC(=O)Cc2csc(SC(C)(C)C(=O)O)n2)cc1. Reaction SMILES: [C:1](=[O:2])([OH:3])[CH2:4][c:5]1[n:6][c:7]([S:10][C:11]([C:12](=[O:13])[OH:14])([CH3:15])[CH3:16])[s:8][cH:9]1.[CH2:17]([CH3:18])[O:19][C:20]([CH2:21][c:22]1[cH:23][cH:24][c:25]([NH2:28])[cH:26][cH:27]1)=[O:29].[CH3:39][N:40]([CH3:41])[CH:42]=[O:43].[CH:30]([N:31]=[C:32]=[N:33][CH:34]([CH3:35])[CH3:36])([CH3:37])[CH3:38]>>[C:1](=[O:3])([CH2:4][c:5]1[n:6][c:7]([S:10][C:11]([C:12](=[O:13])[OH:14])([CH3:15])[CH3:16])[s:8][cH:9]1)[NH:28][c:25]1[cH:24][cH:23][c:22]([CH2:21][C:20]([O:19][CH2:17][CH3:18])=[O:29])[cH:27][cH:26]1. The reactants are C1(=CC=CC=C1)N1N=C2C(N=CN=C2S)=C1O (2-phenyl-3-hydroxy-7-mercapto-pyrazolo [4,3-d]pyrimidine), BrC(C(=O)OCC)(C)C (ethyl α-bromoisobutyrate), C(C)O (ethanol), C([O-])([O-])=O.[K+].[K+] (potassium carbonate). Run in O (water). Run at temperature 80 celsius, time 6 hour. The product is C1(=CC=CC=C1)N1N=C2C(N=CN=C2SC(C)(C)C(=O)OCC)=C1O (2-Phenyl-3-hydroxy-7-(1-ethoxycarbonyl-1-methylethylthio)-pyrazolo[4,3-d]pyrimidine). RXN SMILES: [C:1]1([N:7]2[C:16]([OH:17])=[C:10]3[N:11]=[CH:12][N:13]=[C:14]([SH:15])[C:9]3=[N:8]2)[CH:6]=[CH:5][CH:4]=[CH:3][CH:2]=1.C(O)C.C(=O)([O-])[O-].[K+].[K+].Br[C:28]([CH3:35])([CH3:34])[C:29]([O:31][CH2:32][CH3:33])=[O:30]>O>[C:1]1([N:7]2[C:16]([OH:17])=[C:10]3[N:11]=[CH:12][N:13]=[C:14]([S:15][C:28]([C:29]([O:31][CH2:32][CH3:33])=[O:30])([CH3:35])[CH3:34])[C:9]3=[N:8]2)[CH:2]=[CH:3][CH:4]=[CH:5][CH:6]=1 |f:2.3.4|. Procedure details: 3.66 g of 2-phenyl-3-hydroxy-7-mercapto-pyrazolo [4,3-d]pyrimidine was suspended in a solvent mixture comprising 150 ml of ethanol and 30 ml of water, and 2.5 g of anhydrous potassium carbonate was added thereto. While heating the mixture to 80° C., 3.5 g of ethyl α-bromoisobutyrate was dropwise added thereto, and the heating was continued for further 6 hours. Then, the solvent was distilled off. Water was added to the residue and the residue was dissolved. The solution was acidified with hydroc...